This data is from the Open Reaction Database (ORD), a public repository of structured organic reaction records. The task is: describe an organic reaction: reactants, conditions, products, and yield Starting materials: N#Cc1cccnc1, N#Cc1ccccc1. Yields the product C(#Cc1cccnc1)c1ccccc1. As a reaction SMILES: [C:1](#[N:2])[c:3]1[cH:4][n:5][cH:6][cH:7][cH:8]1.[N:9]#[C:10][c:11]1[cH:12][cH:13][cH:14][cH:15][cH:16]1>>[C:1]([c:3]1[cH:4][n:5][cH:6][cH:7][cH:8]1)#[C:10][c:11]1[cH:12][cH:13][cH:14][cH:15][cH:16]1. The reactants are BrC1=CC=C(C=C1)C(F)(F)F (p-bromobenzotrifluoride), ice water, CCOCC (ether), C(CCC)[Li] (butyl lithium), C(C1=CC=CC=C1)N1C(CCCC1)=O (N-benzylpiperidone), CCOCC (ether). Run at time 15 minute. Yields the product C(C1=CC=CC=C1)N1CCC(CC1)(C1=CC=C(C=C1)C(F)(F)F)O (1-benzyl-4-hydroxy-4-(α,α,α-trifluoro-p-tolyl)-piperidin). As a reaction SMILES: Br[C:2]1[CH:7]=[CH:6][C:5]([C:8]([F:11])([F:10])[F:9])=[CH:4][CH:3]=1.C([Li])CCC.[CH2:17]([N:24]1[CH2:29][CH2:28][CH2:27][CH2:26][C:25]1=O)[C:18]1[CH:23]=[CH:22][CH:21]=[CH:20][CH:19]=1.CC[O:33]CC>>[CH2:17]([N:24]1[CH2:29][CH2:28][C:27]([OH:33])([C:2]2[CH:7]=[CH:6][C:5]([C:8]([F:11])([F:10])[F:9])=[CH:4][CH:3]=2)[CH2:26][CH2:25]1)[C:18]1[CH:23]=[CH:22][CH:21]=[CH:20][CH:19]=1. Procedure: A solution of 22.5 g. (0.1 mol) of p-bromobenzotrifluoride in 50 ml. of ether is stirred under argon at ice-bath temperature while 50 ml. of 2M butyl lithium solution is added dropwise. The solution is then stirred at room temperature for 15 minutes, and then cooled again to 0°C. A solution of 17.7 g. of N-benzylpiperidone in 50 ml. of ether is then added over 30 minutes and the reaction is stirred at room temperature for 3 hours. The solution is poured into cracked ice-water and filtered to rem...